Dataset: the Open Reaction Database (ORD), a public repository of structured organic reaction records. Task: describe an organic reaction: reactants, conditions, products, and yield Yields the product C(CC)(=O)OC=1C=C(NC(CBr)=O)C=CC1 (3'-propionoxy bromoacetanilide). Run in C(Cl)Cl (methylene chloride). Conditions: time 20 minute. Procedure details: The anilide, 3'-hydroxy bromoacetanilide, 6.9 g. and propionyl chloride (3.1 g., 0.033 mole) are combined in 120 ml. of methylene chloride as a solvent. Pyridine (2.6 g., 0.033 mole) is added dropwise. A slightly exothermic reaction takes place during the addition. Stirring is continued at room temperature for 20 minutes. A clear solution is obtained. The material is washed sucessively with water, dilute hydrochloric acid and again with water. The organic layer is dried over anhydrous magnesium ... Starting materials: anilide, N1=CC=CC=C1 (Pyridine), OC=1C=C(NC(CBr)=O)C=CC1 (3'-hydroxy bromoacetanilide), C(CC)(=O)Cl (propionyl chloride). As a reaction SMILES: [OH:1][C:2]1[CH:3]=[C:4]([CH:10]=[CH:11][CH:12]=1)[NH:5][C:6](=[O:9])[CH2:7][Br:8].[C:13](Cl)(=[O:16])[CH2:14][CH3:15].N1C=CC=CC=1>C(Cl)Cl>[C:13]([O:1][C:2]1[CH:3]=[C:4]([CH:10]=[CH:11][CH:12]=1)[NH:5][C:6](=[O:9])[CH2:7][Br:8])(=[O:16])[CH2:14][CH3:15]. Reactants: C1(CCCCC1)C(C=1C(=NN(C1)C1=CC(=CC=C1)OC)CC)NC1=CC=C(C=C1)C(=O)N(CCC(=O)OCC)C (ethyl 3-[{[4-({cyclohexyl[3-ethyl-1-(3-methoxyphenyl)-1H-pyrazol-4-yl]methyl}amino)phenyl]carbonyl}(methyl)amino]propanoate), [H-].[Na+] (sodium hydride), CI (methyl iodide). The solvent is CN(C(C)=O)C (N,N-dimethylacetamide). Conditions: time 30 minute. The product is C1(CCCCC1)C(C=1C(=NN(C1)C1=CC(=CC=C1)OC)CC)N(C1=CC=C(C=C1)C(=O)N(CCC(=O)OCC)C)C (ethyl 3-[({4-[{cyclohexyl[3-ethyl-1-(3-methoxyphenyl)-1H-pyrazol-4-yl]methyl}(methyl)amino]phenyl}carbonyl)(methyl)amino]propanoate). The yield is 75.0%. RXN SMILES: [CH:1]1([CH:7]([NH:23][C:24]2[CH:29]=[CH:28][C:27]([C:30]([N:32]([CH3:40])[CH2:33][CH2:34][C:35]([O:37][CH2:38][CH3:39])=[O:36])=[O:31])=[CH:26][CH:25]=2)[C:8]2[C:9]([CH2:21][CH3:22])=[N:10][N:11]([C:13]3[CH:18]=[CH:17][CH:16]=[C:15]([O:19][CH3:20])[CH:14]=3)[CH:12]=2)[CH2:6][CH2:5][CH2:4][CH2:3][CH2:2]1.[H-].[Na+].[CH3:43]I>CN(C)C(=O)C>[CH:1]1([CH:7]([N:23]([CH3:43])[C:24]2[CH:29]=[CH:28][C:27]([C:30]([N:32]([CH3:40])[CH2:33][CH2:34][C:35]([O:37][CH2:38][CH3:39])=[O:36])=[O:31])=[CH:26][CH:25]=2)[C:8]2[C:9]([CH2:21][CH3:22])=[N:10][N:11]([C:13]3[CH:18]=[CH:17][CH:16]=[C:15]([O:19][CH3:20])[CH:14]=3)[CH:12]=2)[CH2:2][CH2:3][CH2:4][CH2:5][CH2:6]1 |f:1.2|. Procedure details: To a solution of ethyl 3-[{[4-({cyclohexyl[3-ethyl-1-(3-methoxyphenyl)-1H-pyrazol-4-yl]methyl}amino)phenyl]carbonyl}(methyl)amino]propanoate (1.1 g) synthesized in Example 78(4) in N,N-dimethylacetamide (5 mL) was added sodium hydride (0.16 g) under ice-cooling and, after stirring for 30 min, methyl iodide (0.37 mL) was added. The ice bath was removed, the reaction mixture was stirred at room temperature overnight, saturated aqueous ammonium chloride solution was added and the mixture was extrac... The reactants are Heterocyclic, C(=O)(O)C1=CC=C(C=O)C=C1 (4-Carboxy-benzaldehyde), N1C=CC=C1 (pyrrole). Run in C(CC)(=O)O (propionic acid). The product is C1(=CC=CC=C1)C=1C2=CC=C(N2)C(=C2C=CC(C(=C3C=CC(=C(C=4C=CC1N4)C4=CC=CC=C4)N3)C3=CC=CC=C3)=N2)C2=CC=CC=C2 (5,10,15,20-tetrakis(phenyl)porphyrin). RXN SMILES: C([C:4]1[CH:11]=[CH:10][C:7]([CH:8]=O)=[CH:6][CH:5]=1)(O)=O.[NH:12]1[CH:16]=[CH:15][CH:14]=[CH:13]1>C(O)(=O)CC>[C:7]1([C:8]2[C:16]3[NH:12][C:13]([C:8]([C:7]4[CH:6]=[CH:5][CH:4]=[CH:11][CH:10]=4)=[C:13]4[N:12]=[C:16]([C:8]([C:7]5[CH:10]=[CH:11][CH:4]=[CH:5][CH:6]=5)=[C:16]5[NH:12][C:13](=[C:8]([C:7]6[CH:6]=[CH:5][CH:4]=[CH:11][CH:10]=6)[C:13]6[CH:14]=[CH:15][C:16]=2[N:12]=6)[CH:14]=[CH:15]5)[CH:15]=[CH:14]4)=[CH:14][CH:15]=3)[CH:10]=[CH:11][CH:4]=[CH:5][CH:6]=1. Procedure: The acid derivative of 5,10,15,20-tetrakis(phenyl)porphyrin was prepared according to the procedure of Longo, et al. J. Heterocyclic Chem., 6, 927 (1969). 1.50 g 4-Carboxy-benzaldehyde (0.01 mole) and 0.69 mL pyrrole (0.01 mole) were combined in 150 mL propionic acid. The mixture was refluxed for 2 to 4 hours, cooled to room temperature, and then filtered through a fine frit. The resulting solid was then extracted into methanol and filtered through a medium frit. The filtrate was placed in a rou... Starting materials: [Li+].C[Si](C)(C)[N-][Si](C)(C)C (LiHMDS), Cl (HCl), [OH-].[K+] (KOH), ClC1=CC=C(C=C1)C(C#N)O[Si](C)(C)C ((4-chlorophenyl) ((trimethylsilyl)oxy)acetonitrile), ClC1=C(C=CC(=C1)Cl)CCl (2,4-dichloro-1-(chloromethyl)benzene). Solvent: C1CCOC1 (THF). Conditions: time 1 hour. Product: ClC1=CC=C(C=C1)C(CC1=C(C=C(C=C1)Cl)Cl)=O (1-(4-Chlorophenyl)-2-(2,4-dichlorophenyl)ethanone). RXN SMILES: [Li+].C[Si]([N-][Si](C)(C)C)(C)C.[Cl:11][C:12]1[CH:17]=[CH:16][C:15]([CH:18]([O:21][Si](C)(C)C)[C:19]#N)=[CH:14][CH:13]=1.[Cl:26][C:27]1[CH:32]=[C:31]([Cl:33])[CH:30]=[CH:29][C:28]=1CCl.Cl.[OH-].[K+]>C1COCC1>[Cl:11][C:12]1[CH:17]=[CH:16][C:15]([C:18](=[O:21])[CH2:19][C:30]2[CH:29]=[CH:28][C:27]([Cl:26])=[CH:32][C:31]=2[Cl:33])=[CH:14][CH:13]=1 |f:0.1,5.6|. Procedure: 32 g of LiHMDS are placed in 245 ml of THF at 0° C., and 40 g of (4-chlorophenyl) ((trimethylsilyl)oxy)acetonitrile are added slowly at −78° C., followed by 32.64 g of 2,4-dichloro-1-(chloromethyl)benzene. The temperature is allowed to return to AT overnight, and the reaction is then hydrolyzed with 170 ml of a 3N HCl solution, with gases being trapped in a solution of KOH (4N). After separation by settling out, the organic phase is evaporated, then taken up in DCM and agitated for 1 hour with 1... Reactants: C(C)(C)(C)OC(NC=1C(=NC(=CC1)C1CC1)C(NC1=NN(C=C1)C)=O)=O ([6-Cyclopropyl-2-(1-methyl-1H-pyrazol-3-ylcarbamoyl)-pyridin-3-yl]-carbamic acid tert-butyl ester), FC(C(=O)O)(F)F (trifluoroacetic acid), C(C)(=O)OCC.C([O-])(O)=O.[Na+].O (Ethyl acetate Sodium bicarbonate water). Solvent: C(Cl)Cl (methylene chloride). Conditions: time 2.5 hour. Yields the product CN1N=C(C=C1)NC(=O)C1=NC(=CC=C1N)C1CC1 (3-Amino-6-cyclopropyl-pyridine-2-carboxylic acid (1-methyl-1H-pyrazol-3-yl)-amide). Yield: 83.3%. RXN SMILES: C(OC(=O)[NH:7][C:8]1[C:9]([C:17](=[O:25])[NH:18][C:19]2[CH:23]=[CH:22][N:21]([CH3:24])[N:20]=2)=[N:10][C:11]([CH:14]2[CH2:16][CH2:15]2)=[CH:12][CH:13]=1)(C)(C)C.FC(F)(F)C(O)=O.C(OCC)(=O)C.C(=O)(O)[O-].[Na+].O>C(Cl)Cl>[CH3:24][N:21]1[CH:22]=[CH:23][C:19]([NH:18][C:17]([C:9]2[C:8]([NH2:7])=[CH:13][CH:12]=[C:11]([CH:14]3[CH2:16][CH2:15]3)[N:10]=2)=[O:25])=[N:20]1 |f:2.3.4.5|. Procedure details: A solution of 70 mg (0.228 mmol) of [6-Cyclopropyl-2-(1-methyl-1H-pyrazol-3-ylcarbamoyl)-pyridin-3-yl]-carbamic acid tert-butyl ester in 3 ml of methylene chloride was treated with 0.26 ml (0.39 g, 3.42 mmol, 15 equiv.) of trifluoroacetic acid. After stirring for 2.5 h at room temperature, the mixture was worked up with Ethyl acetate/Sodium bicarbonate/water to yield 49 mg (0.19 mmol, 83%) of crude title compound as a light yellow solid, MS (ISP): m/e=258.1 (M+H+); which was sufficiently pure to... The reactants are ClC=1C=CC2=C(C(=[N+](CC=3N2C(=CN3)C)[O-])C3=C(C=CC=C3)Cl)C1 (8-chloro-6-(2-chlorophenyl)-1-methyl-4H-imidazo[1,2-a][1,4]benzodiazepine-5-oxide), C(C)(=O)OC(C)=O (acetic anhydride). Reaction SMILES: [Cl:1][C:2]1[CH:3]=[CH:4][C:5]2[N:11]3[C:12]([CH3:15])=[CH:13][N:14]=C3C[N+:8]([O-])=[C:7]([C:17]3[CH:22]=[CH:21][CH:20]=[CH:19][C:18]=3Cl)[C:6]=2[CH:24]=1.[C:25]([O:28][C:29](=[O:31])[CH3:30])(=[O:27])[CH3:26]>C(O)(=O)C>[C:25]([OH:28])(=[O:27])[CH3:26].[Cl:1][C:2]1[CH:3]=[CH:4][C:5]2[N:11]3[C:12]([CH3:15])=[CH:13][N:14]=[C:30]3[CH:29]([OH:31])[N:8]=[C:7]([C:17]3[CH:18]=[CH:19][CH:20]=[CH:21][CH:22]=3)[C:6]=2[CH:24]=1 |f:3.4|. Yields the product C(C)(=O)O.ClC=1C=CC2=C(C(=NC(C=3N2C(=CN3)C)O)C3=CC=CC=C3)C1 (8-chloro-4-hydroxy-1-methyl-6-phenyl-4H-imidazo[1,2-a][1,4]benzodiazepine acetate). Procedure: A stirred mixture of 1.0 g of 8-chloro-1-methyl-6-phenyl-4H-imidazo[1,2-a][1,4]benzodiazepine-5-oxide (III), 5 ml. of acetic anhydride and 3 ml. of acetic acid is warmed on the steam bath, under nitrogen, for 30 minutes and concentrated in vacuo. The residue is suspended in water, neutralized with sodium carbonate and extracted with methylene chloride. The extract is dried, concentrated and chromatographed on silica gel eluting with ethyl acetate to yield 8-chloro-4-hydroxy-1-methyl-6-phenyl-4H-... Solvent: C(C)(=O)O (acetic acid). Reactants: C(C)OC(=O)C1C=CC2=C(SC=C2)C1 (6-ethoxycarbonyl-6,7-dihydrobenzo[b]thiophene), CCOC(=O)C (AcOEt). Reagents/catalysts: [Pd] (palladium on carbon). Run in CO (MeOH). Reaction conditions: time 4 hour. Product: C(C)OC(=O)C1CCC2=C(SC=C2)C1 (6-ethoxycarbonyl-4,5,6,7-tetrahydrobenzo[b]thiophene). Yield: 95.1%. RXN SMILES: [CH2:1]([O:3][C:4]([CH:6]1[CH2:14][C:10]2[S:11][CH:12]=[CH:13][C:9]=2[CH:8]=[CH:7]1)=[O:5])[CH3:2].CCOC(C)=O>[Pd].CO>[CH2:1]([O:3][C:4]([CH:6]1[CH2:14][C:10]2[S:11][CH:12]=[CH:13][C:9]=2[CH2:8][CH2:7]1)=[O:5])[CH3:2]. Procedure: A mixture of 6-ethoxycarbonyl-6,7-dihydrobenzo[b]thiophene (1.00 g), 10% palladium on carbon (2.16 g), AcOEt (30 ml) and MeOH (10 ml) was stirred at r.t. under hydrogen atmosphere for 4 hours. After removal of insoluble solids, the filtrate was concentrated in vacuo to give 6-ethoxycarbonyl-4,5,6,7-tetrahydrobenzo[b]thiophene (0.96 g) as an oil. Starting materials: F[B-](F)(F)F, CC#N, COCCN, CN(C)C=O, CCN(C(C)C)C(C)C, [Na+], O=C1Cc2cc(C(=O)O)ccc2N1, O, On1nnc2ccccc21, O=C([O-])O, CN(C)C(On1nnc2ccccc21)=[N+](C)C. Product: COCCNC(=O)c1ccc2c(c1)CC(=O)N2. RXN SMILES: [B-:14]([F:15])([F:16])([F:17])[F:18].[C:71](#[N:72])[CH3:73].[CH3:56][O:57][CH2:58][CH2:59][NH2:60].[CH3:66][N:67]([CH3:68])[CH:69]=[O:70].[CH:47]([N:48]([CH2:49][CH3:50])[CH:51]([CH3:52])[CH3:53])([CH3:54])[CH3:55].[Na+:61].[O:1]=[C:2]1[NH:3][c:4]2[cH:5][cH:6][c:7]([C:11](=[O:12])[OH:13])[cH:8][c:9]2[CH2:10]1.[OH2:36].[OH:37][n:38]1[c:39]2[cH:40][cH:41][cH:42][cH:43][c:44]2[n:45][n:46]1.[OH:62][C:63](=[O:64])[O-:65].[n:19]1([O:20][C:21]([N:22]([CH3:23])[CH3:24])=[N+:25]([CH3:26])[CH3:27])[c:28]2[cH:29][cH:30][cH:31][cH:32][c:33]2[n:34][n:35]1>>[O:1]=[C:2]1[NH:3][c:4]2[cH:5][cH:6][c:7]([C:11](=[O:13])[NH:60][CH2:59][CH2:58][O:57][CH3:56])[cH:8][c:9]2[CH2:10]1.